From a dataset of the Open Reaction Database (ORD), a public repository of structured organic reaction records. describe an organic reaction: reactants, conditions, products, and yield The reactants are C(C)NC (N-ethylmethylamine), ClC(Cl)(OC(OC(Cl)(Cl)Cl)=O)Cl (triphosgene), CN1C2=NC(=NC=C2NC1=O)C1=CC=CC=C1 (9-methyl-2-phenyl-7,9-dihydro-8H-purine-8-one), N12CCN(CC1)CC2 (1,4-diazabicyclo[2.2.2]octane). The solvent is ClCCl (dichloromethane), C(C)N(CC)CC (triethylamine), ClCCl (dichloromethane). Conditions: time 10 minute. Product: C(C)N(C(=O)N1C(N(C2=NC(=NC=C12)C1=CC=CC=C1)C)=O)C (N-ethyl-N,9-dimethyl-8-oxo-2-phenyl-8,9-dihydro-7H-purine-7-carboxamide). As a reaction SMILES: [CH2:1]([NH:3][CH3:4])[CH3:2].ClC(Cl)(O[C:9](=[O:15])OC(Cl)(Cl)Cl)Cl.[CH3:17][N:18]1[C:26](=[O:27])[NH:25][C:24]2[C:19]1=[N:20][C:21]([C:28]1[CH:33]=[CH:32][CH:31]=[CH:30][CH:29]=1)=[N:22][CH:23]=2.N12CCN(CC1)CC2>ClCCl.C(N(CC)CC)C>[CH2:1]([N:3]([CH3:4])[C:9]([N:25]1[C:24]2[C:19](=[N:20][C:21]([C:28]3[CH:29]=[CH:30][CH:31]=[CH:32][CH:33]=3)=[N:22][CH:23]=2)[N:18]([CH3:17])[C:26]1=[O:27])=[O:15])[CH3:2]. Procedure details: To a solution of N-ethylmethylamine (78 mg) and triphosgene (209 mg) in dichloromethane (10 ml) was added dropwise triethylamine (365 μl) at room temperature and the mixture was stirred for 10 minutes. To the reaction mixture was added a solution of 9-methyl-2-phenyl-7,9-dihydro-8H-purine-8-one <the compound of Reference Example 21> (200 mg) and 1,4-diazabicyclo[2.2.2]octane (220 mg) in dichloromethane (10 ml) and the mixture was stirred for 1 hour. The reaction mixture was washed with water and...